The task is: describe an organic reaction: reactants, conditions, products, and yield. This data is from the Open Reaction Database (ORD), a public repository of structured organic reaction records. Starting materials: BrCC1=C(C(=C(C=C1)C(F)(F)F)C(F)(F)F)CBr (1,2-Bis(bromomethyl)-3,4-bis(trifluoromethyl)benzene), [Na] (sodium), C(C)O (ethanol), [Na] (sodium), CC1=CC=C(C=C1)S(=O)(=O)N (p-methyl-benzene sulfonamide), CC1=CC=C(C=C1)S(=O)(=O)N (p-methylbenzenesulfonamide). Run in CO (methanol), C(C)(=O)O (acetic acid). Product: FC(C1=C2CNCC2=CC=C1C(F)(F)F)(F)F (4,5-bis(trifluoromethyl)-2,3-di-hydro-1H-isoindole). RXN SMILES: Br[CH2:2][C:3]1[CH:8]=[CH:7][C:6]([C:9]([F:12])([F:11])[F:10])=[C:5]([C:13]([F:16])([F:15])[F:14])[C:4]=1[CH2:17]Br.C(O)C.[Na].CC1C=CC(S([NH2:33])(=O)=O)=CC=1>C(O)(=O)C.CO>[F:14][C:13]([F:16])([F:15])[C:5]1[C:6]([C:9]([F:12])([F:11])[F:10])=[CH:7][CH:8]=[C:3]2[C:4]=1[CH2:17][NH:33][CH2:2]2 |^1:21|. Procedure: 1,2-Bis(bromomethyl)-3,4-bis(trifluoromethyl)benzene (120 g., 0.3 mol.) in 450 ml. of ethanol is refluxed and treated with a solution of the sodium salt of p-methyl-benzene sulfonamide prepared by dissolving sodium (15.2 g., 0.66 mol.) in a mixture of p-methylbenzenesulfonamide (51.2 g., 0.3 mol.) in 650 ml. of methanol. The mixture is refluxed for two hours, cooled, neutralized with acetic acid and filtered to give 4,5-bis(trifluoromethyl)-2,3-di-hydro-1H-isoindole. Starting materials: Cc1ccccc1, Cc1ccc(S(=O)CCc2nc3n(n2)CCCC3c2ccccc2C(F)(F)F)cc1. Yields the product C=Cc1nc2n(n1)CCCC2c1ccccc1C(F)(F)F. RXN SMILES: [CH3:31][c:32]1[cH:33][cH:34][cH:35][cH:36][cH:37]1.[c:1]1([CH3:2])[cH:3][cH:4][c:5]([S:6](=[O:7])[CH2:9][CH2:10][c:11]2[n:12][n:13]3[c:14]([n:29]2)[CH:15]([c:19]2[c:20]([C:25]([F:26])([F:27])[F:28])[cH:21][cH:22][cH:23][cH:24]2)[CH2:16][CH2:17][CH2:18]3)[cH:8][cH:30]1>>[CH2:9]=[CH:10][c:11]1[n:12][n:13]2[c:14]([n:29]1)[CH:15]([c:19]1[c:20]([C:25]([F:26])([F:27])[F:28])[cH:21][cH:22][cH:23][cH:24]1)[CH2:16][CH2:17][CH2:18]2.